Dataset: the Open Reaction Database (ORD), a public repository of structured organic reaction records. Task: describe an organic reaction: reactants, conditions, products, and yield Reactants: CC(CC)=O (butan-2-one), CC12C(C(CC2C1)CC=O)(C)C ((1,2,2-trimethyl-bicyclo[3.1.0]hex-3-yl)ethanal), [OH-].[K+] (potassium hydroxide), CO (methanol). Solvent: O (water), O (water). Conditions: time 8 hour. Product: CC(C(C)=O)=CCC1C(C2(CC2C1)C)(C)C (3-methyl-5-(1,2,2-trimethylbicyclo[3.1.0]hex-3-yl)pent-3-en-2-one). Isolated yield 45.4%. As a reaction SMILES: [CH3:1][C:2](=[O:5])[CH2:3][CH3:4].[CH3:6][C:7]12[CH2:12][CH:11]1[CH2:10][CH:9]([CH2:13][CH:14]=O)[C:8]2([CH3:17])[CH3:16].[OH-].[K+].CO>O>[CH3:4][C:3](=[CH:14][CH2:13][CH:9]1[CH2:10][CH:11]2[C:7]([CH3:6])([CH2:12]2)[C:8]1([CH3:16])[CH3:17])[C:2](=[O:5])[CH3:1] |f:2.3|. Procedure details: 560 g (8.5 mol) of butan-2-one and 234 g (1.4 mol) of (1,2,2-trimethyl-bicyclo[3.1.0]hex-3-yl)ethanal were added to 48 g (0.75 mol) of potassium hydroxide dissolved in 500 ml of water and 1.4 1 of methanol. The reaction mixture was stirred overnight with ice-bath cooling, poured into 3 l of water and extracted with diethyl ether. The extract was washed with water, dried (MgSO4) and evaporated in vacuo. The residue was distilled at 108° C./0.1 Torr to give 140 g (45% yield) of 3-methyl-5-(1,2,2-t... The reactants are C(C1=CC=CC=C1)NC([C@H](CCCNC(OCC1=CC=CC=C1)=O)NS(=O)(=O)C1=CC2=CC=C(C=C2C=C1)N(C)C)=O ((S)-benzyl 5-(benzylamino)-4-(6-(dimethylamino)naphthalene-2-sulfonamido)-5-oxopentylcarbamate). The reagents and catalysts are [Pd] (Pd/C). Solvent: CO (methanol). Run at time 8 hour. Yields the product NCCC[C@@H](C(=O)NCC1=CC=CC=C1)NS(=O)(=O)C1=CC2=CC=C(C=C2C=C1)N(C)C ((S)-5-amino-N-benzyl-2-(6-(dimethylamino)naphthalene-2-sulfonamido)pentanamide). Reaction SMILES: [CH2:1]([NH:8][C:9](=[O:42])[C@@H:10]([NH:25][S:26]([C:29]1[CH:38]=[CH:37][C:36]2[C:31](=[CH:32][CH:33]=[C:34]([N:39]([CH3:41])[CH3:40])[CH:35]=2)[CH:30]=1)(=[O:28])=[O:27])[CH2:11][CH2:12][CH2:13][NH:14]C(=O)OCC1C=CC=CC=1)[C:2]1[CH:7]=[CH:6][CH:5]=[CH:4][CH:3]=1>CO.[Pd]>[NH2:14][CH2:13][CH2:12][CH2:11][C@H:10]([NH:25][S:26]([C:29]1[CH:38]=[CH:37][C:36]2[C:31](=[CH:32][CH:33]=[C:34]([N:39]([CH3:41])[CH3:40])[CH:35]=2)[CH:30]=1)(=[O:28])=[O:27])[C:9]([NH:8][CH2:1][C:2]1[CH:3]=[CH:4][CH:5]=[CH:6][CH:7]=1)=[O:42]. Reported procedure: To the solution of (S)-benzyl 5-(benzylamino)-4-(6-(dimethylamino)naphthalene-2-sulfonamido)-5-oxopentylcarbamate (23 mg, 0.039 mmol) in methanol (5 ml) of was added Pd/C (10%) 5 mg. The reaction mixture was stirred under H2 balloon for 8 h at rt. After filtration the filtrate was evaporated in vacuo and the residue was triturated with ether repeatedly to provide (S)-5-amino-N-benzyl-2-(6-(dimethylamino)naphthalene-2-sulfonamido)pentanamide as colorless powder. Reactants: N1=C(C=CC=C1)C=O (2-pyridine carboxaldehyde), C(=O)(OC(C)(C)C)N1CCCC1 (N-Boc-pyrrolidine), C(C)(CC)[Li] (sec-butyl lithium), N,N,N′,N′-Tetramethylenediamine. Run in C(C)OCC (diethyl ether). Conditions: temperature -78 celsius, time 2 hour. Product: OC(C1N(CCC1)C(=O)OC(C)(C)C)C1=NC=CC=C1 (tert-butyl 2-(hydroxy(pyridin-2-yl)methyl)pyrrolidine-1-carboxylate). RXN SMILES: [C:1]([N:8]1[CH2:12][CH2:11][CH2:10][CH2:9]1)([O:3][C:4]([CH3:7])([CH3:6])[CH3:5])=[O:2].C([Li])(CC)C.[N:18]1[CH:23]=[CH:22][CH:21]=[CH:20][C:19]=1[CH:24]=[O:25]>C(OCC)C>[OH:25][CH:24]([C:19]1[CH:20]=[CH:21][CH:22]=[CH:23][N:18]=1)[CH:12]1[CH2:11][CH2:10][CH2:9][N:8]1[C:1]([O:3][C:4]([CH3:7])([CH3:6])[CH3:5])=[O:2]. Reported procedure: N-Boc-pyrrolidine (5.0 g) is dissolved in diethyl ether (60 mL) and the solution is cooled to −78° C. N,N,N′,N′-Tetramethylenediamine (TMEDA) (4.4 mL) is added to the mixture followed by sec-butyl lithium (27.0 mL, 1.3 M in cyclohexane) maintaining the temperature below −60° C. After 2 h, 2-pyridine carboxaldehyde (3.3 mL) is added and the mixture is stirred at −70° C. for an additional 30 min. The reaction mixture is allowed to warm to room temperature and is then quenched with water (25 mL) an... The reactants are C(C)(C)(C)OC(N[C@H](CC)C1=C(C(=C(C=C1)Cl)C(C1=CC(=C(C=C1)OC)C#N)=O)F)=O ({(R)-1-[4-Chloro-3-(3-cyano-4-methoxy-benzoyl)-2-fluoro-phenyl]-propyl}-carbamic acid tert-butyl ester), Cl (HCl), O1CCOCC1 (dioxane). Run in C(Cl)Cl (DCM). Reaction conditions: time 60 hour. The product is N[C@H](CC)C=1C(=C(C(=O)C=2C=CC(=C(C#N)C2)OC)C(=CC1)Cl)F (5-[3-((R)-1-amino-propyl)-6-chloro-2-fluoro-benzoyl]-2-methoxy-benzonitrile). The yield is 92.3%. Reaction SMILES: C(OC(=O)[NH:7][C@@H:8]([C:11]1[CH:16]=[CH:15][C:14]([Cl:17])=[C:13]([C:18](=[O:29])[C:19]2[CH:24]=[CH:23][C:22]([O:25][CH3:26])=[C:21]([C:27]#[N:28])[CH:20]=2)[C:12]=1[F:30])[CH2:9][CH3:10])(C)(C)C.Cl.O1CCOCC1>C(Cl)Cl>[NH2:7][C@@H:8]([C:11]1[C:12]([F:30])=[C:13]([C:14]([Cl:17])=[CH:15][CH:16]=1)[C:18]([C:19]1[CH:24]=[CH:23][C:22]([O:25][CH3:26])=[C:21]([CH:20]=1)[C:27]#[N:28])=[O:29])[CH2:9][CH3:10]. Reported procedure: Step 5 To a solution of {(R)-1-[4-Chloro-3-(3-cyano-4-methoxy-benzoyl)-2-fluoro-phenyl]-propyl}-carbamic acid tert-butyl ester (59 mg, 0.13 mmol) in DCM (2 mL) was added 4M HCl in dioxane (0.17 mL, 0.66 mmol, 5 eq.) and the reaction mixture was stirred for 60 hours. The mixture was partitioned between DCM (10 mL) and water (10 mL) made basic with 5M NaOH. The aqueous phase was extracted with further DCM (10 mL) and then the combined organics were dried (MgSO4), filtered and concentrated to give ... Starting materials: C(C1=CC=CC=C1)OC=1C=CC(=C2CCC(C12)=O)/C=C/C(=O)OCC (ethyl (2E)-3-[7-(benzyloxy)-1-oxo-2,3-dihydro-1H-inden-4-yl]prop-2-enoate), [H][H] (hydrogen). The reagents and catalysts are [Pd] (Palladium on carbon). The solvent is C(C)(=O)OCC (ethyl acetate). Run at temperature 15 celsius, time 8 hour. The product is OC=1C=CC(=C2CCC(C12)=O)CCC(=O)OCC (Ethyl 3-(7-hydroxy-1-oxo-2,3-dihydro-1H-inden-4-yl)propanoate). As a reaction SMILES: C([O:8][C:9]1[CH:10]=[CH:11][C:12](/[CH:19]=[CH:20]/[C:21]([O:23][CH2:24][CH3:25])=[O:22])=[C:13]2[C:17]=1[C:16](=[O:18])[CH2:15][CH2:14]2)C1C=CC=CC=1.[H][H]>[Pd].C(OCC)(=O)C>[OH:8][C:9]1[CH:10]=[CH:11][C:12]([CH2:19][CH2:20][C:21]([O:23][CH2:24][CH3:25])=[O:22])=[C:13]2[C:17]=1[C:16](=[O:18])[CH2:15][CH2:14]2. Procedure: Into a 50-mL round-bottom flask was placed ethyl (2E)-3-[7-(benzyloxy)-1-oxo-2,3-dihydro-1H-inden-4-yl]prop-2-enoate (500 mg, 1.49 mmol, 1.00 equiv), ethyl acetate (10 mL), Palladium on carbon (250 mg), and hydrogen was introduced last. The resulting solution was stirred overnight at 15° C. The reaction progress was monitored by LCMS. The solids were removed by filtration, the filtrate dried over anhydrous sodium sulfate, and concentrated under reduced pressure. This resulted in 350 mg (90%) of ...